From a dataset of the Open Reaction Database (ORD), a public repository of structured organic reaction records. describe an organic reaction: reactants, conditions, products, and yield Reactants: N#CC1CC(F)CN1C(=O)CNC12CCC(C(=O)O)(CC1)CC2, Nc1ccc(Cl)cc1. Product: N#CC1CC(F)CN1C(=O)CNC12CCC(C(=O)Nc3ccc(Cl)cc3)(CC1)CC2. RXN SMILES: [C:1](=[O:2])([OH:3])[C:4]12[CH2:5][CH2:6][C:7]([NH:12][CH2:13][C:14](=[O:15])[N:16]3[CH:17]([C:22]#[N:23])[CH2:18][CH:19]([F:21])[CH2:20]3)([CH2:8][CH2:9]1)[CH2:10][CH2:11]2.[NH2:24][c:25]1[cH:26][cH:27][c:28]([Cl:29])[cH:30][cH:31]1>>[C:1](=[O:3])([C:4]12[CH2:5][CH2:6][C:7]([NH:12][CH2:13][C:14](=[O:15])[N:16]3[CH:17]([C:22]#[N:23])[CH2:18][CH:19]([F:21])[CH2:20]3)([CH2:8][CH2:9]1)[CH2:10][CH2:11]2)[NH:24][c:25]1[cH:26][cH:27][c:28]([Cl:29])[cH:30][cH:31]1.